This data is from the Open Reaction Database (ORD), a public repository of structured organic reaction records. The task is: describe an organic reaction: reactants, conditions, products, and yield Starting materials: CC(C)=O, Cl, [I-], [K+], O=N[O-], Cc1oc(-c2ccccc2)nc1CCOc1ccc(N)cn1, [Na+], O. The product is Cc1oc(-c2ccccc2)nc1CCOc1ccc(I)cn1. RXN SMILES: [CH3:31][C:32](=[O:33])[CH3:34].[ClH:23].[I-:29].[K+:28].[N:24]([O-:25])=[O:26].[NH2:1][c:2]1[cH:3][cH:4][c:5]([O:8][CH2:9][CH2:10][c:11]2[n:12][c:13](-[c:17]3[cH:18][cH:19][cH:20][cH:21][cH:22]3)[o:14][c:15]2[CH3:16])[n:6][cH:7]1.[Na+:27].[OH2:30]>>[c:2]1([I:29])[cH:3][cH:4][c:5]([O:8][CH2:9][CH2:10][c:11]2[n:12][c:13](-[c:17]3[cH:18][cH:19][cH:20][cH:21][cH:22]3)[o:14][c:15]2[CH3:16])[n:6][cH:7]1. Starting materials: ClC=1C(=NC=C(C1)C#CC1=CC=C(C=C1)C)C#N (3-chloro-5-(p-tolylethynyl)picolinonitrile), CC=1C=CC(=C(C1)NC(OC(C)(C)C)=O)B1OC(C(O1)(C)C)(C)C (tert-butyl 5-methyl-2-(4,4,5,5-tetramethyl-1,3,2-dioxaborolan-2-yl)phenylcarbamate), C([O-])([O-])=O.[Na+].[Na+] (sodium carbonate). Reagents/catalysts: C=1C=CC(=CC1)[P](C=2C=CC=CC2)(C=3C=CC=CC3)[Pd]([P](C=4C=CC=CC4)(C=5C=CC=CC5)C=6C=CC=CC6)([P](C=7C=CC=CC7)(C=8C=CC=CC8)C=9C=CC=CC9)[P](C=1C=CC=CC1)(C=1C=CC=CC1)C=1C=CC=CC1 (tetrakis(triphenylphosphine)palladium). Run in C1(=CC=CC=C1)C.C(C)O (toluene ethanol), CO (MeOH), C(Cl)Cl (DCM). The product is CC1=CC=2C(=C3C=C(C=NC3=C(N2)N)C#CC2=CC=C(C=C2)C)C=C1 (8-methyl-2-(p-tolylethynyl)benzo[f][1,7]naphthyridin-5-amine). RXN SMILES: Cl[C:2]1[C:3]([C:17]#[N:18])=[N:4][CH:5]=[C:6]([C:8]#[C:9][C:10]2[CH:15]=[CH:14][C:13]([CH3:16])=[CH:12][CH:11]=2)[CH:7]=1.[CH3:19][C:20]1[CH:21]=[CH:22][C:23](B2OC(C)(C)C(C)(C)O2)=[C:24]([NH:26]C(=O)OC(C)(C)C)[CH:25]=1.C(=O)([O-])[O-].[Na+].[Na+]>C1(C)C=CC=CC=1.C(O)C.CO.C(Cl)Cl.C1C=CC([P]([Pd]([P](C2C=CC=CC=2)(C2C=CC=CC=2)C2C=CC=CC=2)([P](C2C=CC=CC=2)(C2C=CC=CC=2)C2C=CC=CC=2)[P](C2C=CC=CC=2)(C2C=CC=CC=2)C2C=CC=CC=2)(C2C=CC=CC=2)C2C=CC=CC=2)=CC=1>[CH3:19][C:20]1[CH:21]=[CH:22][C:23]2=[C:2]3[C:3](=[C:17]([NH2:18])[N:26]=[C:24]2[CH:25]=1)[N:4]=[CH:5][C:6]([C:8]#[C:9][C:10]1[CH:15]=[CH:14][C:13]([CH3:16])=[CH:12][CH:11]=1)=[CH:7]3 |f:2.3.4,5.6,^1:67,69,88,107|. Reported procedure: A solution of 3-chloro-5-(p-tolylethynyl)picolinonitrile (from the previous step) (1.0 eq.), tert-butyl 5-methyl-2-(4,4,5,5-tetramethyl-1,3,2-dioxaborolan-2-yl)phenylcarbamate (from Example 5/Step 2) (1.2 eq.), tetrakis(triphenylphosphine)palladium (10 mol %), and 2N sodium carbonate aqueous solution (4.0 eq.) in toluene/ethanol (2:1, 0.2 M) was stirred at 100° C. overnight. After cooling to ambient temperature, the reaction mixture was diluted with 2% MeOH in DCM. The two phases were separated,... The reactants are COc1ccc(-c2cn(S(=O)(=O)c3ccc(C)cc3)c3ncccc23)cc1C#N, [Na+], C1COCCO1, [OH-], O. Product: COc1ccc(-c2c[nH]c3ncccc23)cc1C#N. Reaction SMILES: [CH3:1][O:2][c:3]1[c:4]([C:5]#[N:6])[cH:7][c:8](-[c:11]2[cH:12][n:13]([S:20]([c:21]3[cH:22][cH:23][c:24]([CH3:25])[cH:26][cH:27]3)(=[O:28])=[O:29])[c:14]3[n:15][cH:16][cH:17][cH:18][c:19]23)[cH:9][cH:10]1.[Na+:31].[O:33]1[CH2:34][CH2:35][O:36][CH2:37][CH2:38]1.[OH-:30].[OH2:32]>>[CH3:1][O:2][c:3]1[c:4]([C:5]#[N:6])[cH:7][c:8](-[c:11]2[cH:12][nH:13][c:14]3[n:15][cH:16][cH:17][cH:18][c:19]23)[cH:9][cH:10]1. Starting materials: COC1=CC=C(CN2CCN(CC2)CCCN2CCN(CC2)CC2=CC=C(C=C2)OC)C=C1 (1,3-Bis[4-(4-methoxybenzyl)-1-piperazinyl]propane), Br (hydrobromic acid). Solvent: O (water). The product is OC1=CC=C(CN2CCN(CC2)CCCN2CCN(CC2)CC2=CC=C(C=C2)O)C=C1 (1,3-bis[4-(4-hydroxybenzyl)-1-piperazinyl]propane). The yield is 30.8%. As a reaction SMILES: C[O:2][C:3]1[CH:33]=[CH:32][C:6]([CH2:7][N:8]2[CH2:13][CH2:12][N:11]([CH2:14][CH2:15][CH2:16][N:17]3[CH2:22][CH2:21][N:20]([CH2:23][C:24]4[CH:29]=[CH:28][C:27]([O:30]C)=[CH:26][CH:25]=4)[CH2:19][CH2:18]3)[CH2:10][CH2:9]2)=[CH:5][CH:4]=1.Br>O>[OH:30][C:27]1[CH:26]=[CH:25][C:24]([CH2:23][N:20]2[CH2:21][CH2:22][N:17]([CH2:16][CH2:15][CH2:14][N:11]3[CH2:10][CH2:9][N:8]([CH2:7][C:6]4[CH:5]=[CH:4][C:3]([OH:2])=[CH:33][CH:32]=4)[CH2:13][CH2:12]3)[CH2:18][CH2:19]2)=[CH:29][CH:28]=1. Procedure details: A mixture of 4.5 g of 1,3-bis[4-(4-methoxybenzyl)-1-piperazinyl]propane from Example 19 and 125 ml of 49% hydrobromic acid was refluxed for 2 hours and was then cooled and diluted with 125 ml of water. After filtration the aqueous solution was neutralized with 2N sodium hydroxide to adjust the pH to 8. The resulting mixture was extracted three times each with 150 ml of ethanol. The alcohol was then removed by rotary evaporation and the residue was chromatographed on silica with the eluant being ... Starting materials: Sc1nc2cccc(Cl)c2s1, CC(NC(=O)OC(C)(C)C)C(=O)N1CCC(CCn2c(Br)nc3c(N)ncnc32)CC1, CN(C)C=O. The product is CC(NC(=O)OC(C)(C)C)C(=O)N1CCC(CCn2c(Sc3nc4cccc(Cl)c4s3)nc3c(N)ncnc32)CC1. As a reaction SMILES: [Cl:1][c:2]1[cH:3][cH:4][cH:5][c:6]2[n:7][c:8]([SH:11])[s:9][c:10]12.[NH2:12][c:13]1[c:14]2[n:15][c:16]([Br:42])[n:17]([CH2:22][CH2:23][CH:24]3[CH2:25][CH2:26][N:27]([C:30]([CH:31]([CH3:32])[NH:33][C:34]([O:35][C:36]([CH3:37])([CH3:38])[CH3:39])=[O:40])=[O:41])[CH2:28][CH2:29]3)[c:18]2[n:19][cH:20][n:21]1.[O:43]=[CH:44][N:45]([CH3:46])[CH3:47]>>[Cl:1][c:2]1[cH:3][cH:4][cH:5][c:6]2[n:7][c:8]([S:11][c:16]3[n:15][c:14]4[c:13]([NH2:12])[n:21][cH:20][n:19][c:18]4[n:17]3[CH2:22][CH2:23][CH:24]3[CH2:25][CH2:26][N:27]([C:30]([CH:31]([CH3:32])[NH:33][C:34]([O:35][C:36]([CH3:37])([CH3:38])[CH3:39])=[O:40])=[O:41])[CH2:28][CH2:29]3)[s:9][c:10]12. Starting materials: C([O-])([O-])=O.[K+].[K+] (potassium carbonate), BrC1=CC2=C(C=N1)C=C(N2)C=2C=NN(C2)C (6-Bromo-2-(1-methyl-1H-pyrazol-4-yl)-1H-pyrrolo[3,2-c]pyridine), BrC1=NC=CC=N1 (2-bromopyrimidine). Reagents/catalysts: [Cu]I (copper(I) iodide). The solvent is C(C)(=O)OCC (ethyl acetate), CC(=O)N(C)C (DMA). Conditions: temperature 210 celsius. Product: BrC1=CC2=C(C=N1)C=C(N2C2=NC=CC=N2)C=2C=NN(C2)C (6-Bromo-2-(1-methyl-1H-pyrazol-4-yl)-1-(pyrimidin-2-yl)-1H-pyrrolo[3,2-c]pyridine). Isolated yield 87.3%. RXN SMILES: [Br:1][C:2]1[N:7]=[CH:6][C:5]2[CH:8]=[C:9]([C:11]3[CH:12]=[N:13][N:14]([CH3:16])[CH:15]=3)[NH:10][C:4]=2[CH:3]=1.Br[C:18]1[N:23]=[CH:22][CH:21]=[CH:20][N:19]=1.C(=O)([O-])[O-].[K+].[K+]>CC(N(C)C)=O.C(OCC)(=O)C.[Cu]I>[Br:1][C:2]1[N:7]=[CH:6][C:5]2[CH:8]=[C:9]([C:11]3[CH:12]=[N:13][N:14]([CH3:16])[CH:15]=3)[N:10]([C:18]3[N:23]=[CH:22][CH:21]=[CH:20][N:19]=3)[C:4]=2[CH:3]=1 |f:2.3.4|. Procedure details: 6-Bromo-2-(1-methyl-1H-pyrazol-4-yl)-1H-pyrrolo[3,2-c]pyridine (Preparation 22, 27 mg 0.10 mmole) and 2-bromopyrimidine (24 mg, 0.15 mmole) were dissolved in DMA (0.7 ml) and potassium carbonate (20 mg, 0.14 mmole) and copper(I) iodide (4.0 mg, 0.022 mmole) were added. The reaction was placed under argon and heated by microwave at 210° C. for 60 minutes. The reaction was taken up in ethyl acetate (25 mL) and the solution washed with water (3×7 mL) and brine. The combined organic layers were drie...